Dataset: the Open Reaction Database (ORD), a public repository of structured organic reaction records. Task: describe an organic reaction: reactants, conditions, products, and yield The product is NC1=CC(=C(C=C1)NS(=O)(=O)C)OCC1CC1 (N-(4-amino-2-(cyclopropylmethoxy)phenyl)-methanesulfonamide). The reagents and catalysts are [Fe] (iron). The solvent is CCO (EtOH), O (water). Reactants: C1(CC1)COC1=C(C=CC(=C1)[N+](=O)[O-])NS(=O)(=O)C (N-(2-(cyclopropylmethoxy)-4-nitrophenyl)methanesulfonamide), [NH4+].[Cl-] (NH4Cl). Reported procedure: A mixture of N-(2-(cyclopropylmethoxy)-4-nitrophenyl)methanesulfonamide (0.830 g, 2.90 mmol), iron (0.971 g, 17.39 mmol), and NH4Cl (0.099 g, 1.848 mmol) in EtOH (15 ml) and water (6 ml) was heated to reflux for 30 minutes. The hot reaction mixture was filtered and the filtrate was evaporated. The residue was portioned between EtOAc and water; the organic phase was washed with brine and dried over Na2SO4. The solvent was removed affording N-(4-amino-2-(cyclopropylmethoxy)phenyl)-methanesulfonami... Isolated yield 91.4%. As a reaction SMILES: [CH:1]1([CH2:4][O:5][C:6]2[CH:11]=[C:10]([N+:12]([O-])=O)[CH:9]=[CH:8][C:7]=2[NH:15][S:16]([CH3:19])(=[O:18])=[O:17])[CH2:3][CH2:2]1.[NH4+].[Cl-]>CCO.O.[Fe]>[NH2:12][C:10]1[CH:9]=[CH:8][C:7]([NH:15][S:16]([CH3:19])(=[O:18])=[O:17])=[C:6]([O:5][CH2:4][CH:1]2[CH2:3][CH2:2]2)[CH:11]=1 |f:1.2|.